From a dataset of the Open Reaction Database (ORD), a public repository of structured organic reaction records. describe an organic reaction: reactants, conditions, products, and yield Starting materials: O1CCOC2=C1C=CC(=C2)S(=O)(=O)N(CC(C)C)C[C@@H]2[C@@H](N(C(O2)(C)C)C(=O)O[C@H]2CO[C@H]1OCC[C@H]12)CC1=CC=C(C=C1)O ((3R,3aS,6aR)-hexahydrofuro[2,3-b]furan-3-yl (4S,5R)-5-{[(2,3-dihydro-1,4-benzodioxin-6-ylsulfonyl)(isobutyl)amino]methyl}-4-(4-hydroxybenzyl)-2,2-dimethyl-1,3-oxazolidine-3-carboxylate), Cl.N1=C(C=CC=C1)CCl (o-picolylchloride-hydrochloride), C([O-])([O-])=O.[Cs+].[Cs+] (cesium carbonate). The solvent is CN(C=O)C (dimethyl formamide), C(C)(=O)OCC (ethyl acetate). The product is O1CCOC2=C1C=CC(=C2)S(=O)(=O)N(CC(C)C)C[C@@H]2[C@@H](N(C(O2)(C)C)C(=O)O[C@H]2CO[C@H]1OCC[C@H]12)CC1=CC=C(C=C1)OCC1=NC=CC=C1 ((3R,3aS,6aR)-hexahydrofuro[2,3-b]furan-3-yl (4S,5R)-5-{[(2,3-dihydro-1,4-benzodioxin-6-ylsulfonyl)(isobutyl)amino]methyl}-2,2-dimethyl-4-[4-(2-pyridinylmethoxy)benzyl]-1,3-oxazolidine-3-carboxylate). The yield is 63.1%. RXN SMILES: [O:1]1[C:6]2[CH:7]=[CH:8][C:9]([S:11]([N:14]([CH2:19][C@H:20]3[O:24][C:23]([CH3:26])([CH3:25])[N:22]([C:27]([O:29][C@@H:30]4[C@H:37]5[C@H:33]([O:34][CH2:35][CH2:36]5)[O:32][CH2:31]4)=[O:28])[C@H:21]3[CH2:38][C:39]3[CH:44]=[CH:43][C:42]([OH:45])=[CH:41][CH:40]=3)[CH2:15][CH:16]([CH3:18])[CH3:17])(=[O:13])=[O:12])=[CH:10][C:5]=2[O:4][CH2:3][CH2:2]1.Cl.[N:47]1[CH:52]=[CH:51][CH:50]=[CH:49][C:48]=1[CH2:53]Cl.C(=O)([O-])[O-].[Cs+].[Cs+]>CN(C)C=O.C(OCC)(=O)C>[O:1]1[C:6]2[CH:7]=[CH:8][C:9]([S:11]([N:14]([CH2:19][C@H:20]3[O:24][C:23]([CH3:26])([CH3:25])[N:22]([C:27]([O:29][C@@H:30]4[C@H:37]5[C@H:33]([O:34][CH2:35][CH2:36]5)[O:32][CH2:31]4)=[O:28])[C@H:21]3[CH2:38][C:39]3[CH:44]=[CH:43][C:42]([O:45][CH2:53][C:48]4[CH:49]=[CH:50][CH:51]=[CH:52][N:47]=4)=[CH:41][CH:40]=3)[CH2:15][CH:16]([CH3:17])[CH3:18])(=[O:12])=[O:13])=[CH:10][C:5]=2[O:4][CH2:3][CH2:2]1 |f:1.2,3.4.5|. Procedure: 0.1 g of (3R,3aS,6aR)-hexahydrofuro[2,3-b]furan-3-yl (4S,5R)-5-{[(2,3-dihydro-1,4-benzodioxin-6-ylsulfonyl)(isobutyl)amino]methyl}-4-(4-hydroxybenzyl)-2,2-dimethyl-1,3-oxazolidine-3-carboxylate, 0.03 g of o-picolylchloride-hydrochloride and 0.15 g of cesium carbonate were suspended in 0.5 mL of dimethyl formamide and heated to 60 degrees for 3 h. The mixture was diluted with ethyl acetate and washed with water. Chromatography on silica gel (9:1 ethyl acetate/hexanes) gave 72 mg of the desired ma...